This data is from the Open Reaction Database (ORD), a public repository of structured organic reaction records. The task is: describe an organic reaction: reactants, conditions, products, and yield As a reaction SMILES: [CH2:3]([c:4]1[cH:5][cH:6][cH:7][cH:8][cH:9]1)[O:10][C:11](=[O:12])[N:13]1[CH2:14][CH:15]([CH2:50][OH:51])[CH:16]([c:36]2[cH:37][cH:38][c:39]([CH2:42][O:43][CH2:44][CH:45]([CH2:46][O:47][CH3:48])[CH3:49])[cH:40][cH:41]2)[CH:17]([O:19][CH2:20][c:21]2[cH:22][cH:23][c:24]3[c:25]([cH:35]2)[N:26]([CH2:30][CH2:31][CH2:32][O:33][CH3:34])[CH2:27][CH2:28][O:29]3)[CH2:18]1.[CH3:1][I:2].[H-:52].[Na+:53]>>[CH3:1][O:51][CH2:50][CH:15]1[CH2:14][N:13]([C:11]([O:10][CH2:3][c:4]2[cH:5][cH:6][cH:7][cH:8][cH:9]2)=[O:12])[CH2:18][CH:17]([O:19][CH2:20][c:21]2[cH:22][cH:23][c:24]3[c:25]([cH:35]2)[N:26]([CH2:30][CH2:31][CH2:32][O:33][CH3:34])[CH2:27][CH2:28][O:29]3)[CH:16]1[c:36]1[cH:37][cH:38][c:39]([CH2:42][O:43][CH2:44][CH:45]([CH2:46][O:47][CH3:48])[CH3:49])[cH:40][cH:41]1. The product is COCCCN1CCOc2ccc(COC3CN(C(=O)OCc4ccccc4)CC(COC)C3c3ccc(COCC(C)COC)cc3)cc21. Reactants: COCCCN1CCOc2ccc(COC3CN(C(=O)OCc4ccccc4)CC(CO)C3c3ccc(COCC(C)COC)cc3)cc21, CI, [H-], [Na+]. Reactants: OCCCCCCCCCO, CCOC(=O)N1C(=O)c2ccccc2C1=O. Yields the product CCOC(=O)NC(=O)c1ccccc1C(=O)OCCCCCCCCCO. As a reaction SMILES: [CH2:17]([CH2:18][CH2:19][CH2:20][CH2:21][CH2:22][CH2:23][CH2:24][CH2:25][OH:26])[OH:27].[CH2:1]([CH3:2])[O:3][C:4](=[O:5])[N:6]1[C:7](=[O:16])[c:8]2[c:9]([cH:12][cH:13][cH:14][cH:15]2)[C:10]1=[O:11]>>[CH2:1]([CH3:2])[O:3][C:4](=[O:5])[NH:6][C:10]([c:9]1[c:8]([C:7](=[O:16])[O:27][CH2:17][CH2:18][CH2:19][CH2:20][CH2:21][CH2:22][CH2:23][CH2:24][CH2:25][OH:26])[cH:15][cH:14][cH:13][cH:12]1)=[O:11]. The reactants are COC(=O)NC(C(=O)N1CCCC1c1ncc(-c2ccc(-c3ccc4cc(-c5cnc(C6CCCN6C(=O)C(NC(=O)OC)C(C)C)[nH]5)ccc4c3)cc2)[nH]1)=C1CCOCC1, COC(=O)NC(C(=O)OC)=C1CCOCC1, CO, [Li+], [OH-]. Yields the product COC(=O)NC(C(=O)O)=C1CCOCC1. Reaction SMILES: [CH3:1][O:2][C:3](=[O:4])[NH:5][CH:6]([C:7]([N:8]1[CH2:9][CH2:10][CH2:11][CH:12]1[c:13]1[nH:14][c:15](-[c:16]2[cH:17][cH:18][c:19]3[c:20]([cH:21][cH:22][c:23](-[c:24]4[cH:25][cH:26][c:27](-[c:28]5[nH:29][c:30]([CH:31]6[CH2:32][CH2:33][CH2:34][N:35]6[C:36](=[O:37])[C:38]([NH:39][C:40]([O:41][CH3:42])=[O:43])=[C:44]6[CH2:45][CH2:46][O:47][CH2:48][CH2:49]6)[n:50][cH:51]5)[cH:52][cH:53]4)[cH:54]3)[cH:55]2)[cH:56][n:57]1)=[O:58])[CH:59]([CH3:60])[CH3:61].[CH3:62][O:63][C:64]([C:65](=[C:66]1[CH2:67][CH2:68][O:69][CH2:70][CH2:71]1)[NH:72][C:73](=[O:74])[O:75][CH3:76])=[O:77].[CH3:80][OH:81].[Li+:79].[OH-:78]>>[O:63]=[C:64]([C:65](=[C:66]1[CH2:67][CH2:68][O:69][CH2:70][CH2:71]1)[NH:72][C:73](=[O:74])[O:75][CH3:76])[OH:77]. Reactants: C(C)OC(=O)CN(C(C(=O)OC)CO)S(=O)(=O)C1=CC=C(C=C1)OC (Methyl 2-[ethoxycarbonylmethyl-(4-methoxy-benzenesulfonyl)-amino]3-hydroxy-propionate), CN (methylamine). The product is COC1=CC=C(C=C1)S(=O)(=O)N1C(CN(C(C1)=O)C)C(=O)OC (Methyl 1-(4-methoxy-benzenesulfonyl)-4-methyl-5-oxo-piperazine-2-carboxylate), solid. The yield is 73.0%. As a reaction SMILES: C([O:3][C:4]([CH2:6][N:7]([S:15]([C:18]1[CH:23]=[CH:22][C:21]([O:24][CH3:25])=[CH:20][CH:19]=1)(=[O:17])=[O:16])[CH:8]([CH2:13]O)[C:9]([O:11][CH3:12])=[O:10])=O)C.[CH3:26][NH2:27]>>[CH3:25][O:24][C:21]1[CH:22]=[CH:23][C:18]([S:15]([N:7]2[CH2:6][C:4](=[O:3])[N:27]([CH3:26])[CH2:13][CH:8]2[C:9]([O:11][CH3:12])=[O:10])(=[O:17])=[O:16])=[CH:19][CH:20]=1. Procedure details: A title compound was prepared by the same method as in Example 4, except that it was prepared from the compound of Example 3 and methylamine, and recrystallized with ethylacetate/hexane to obtain a white solid (yield 73%) The reactants are C1CCOC1, CN, O=Cc1c(Cl)ncnc1Cl. The product is CNc1ncnc(Cl)c1C=O. As a reaction SMILES: [CH2:13]1[O:14][CH2:15][CH2:16][CH2:17]1.[CH3:11][NH2:12].[Cl:1][c:2]1[n:3][cH:4][n:5][c:6]([Cl:10])[c:7]1[CH:8]=[O:9]>>[c:2]1([NH:12][CH3:11])[n:3][cH:4][n:5][c:6]([Cl:10])[c:7]1[CH:8]=[O:9]. The reactants are CC1=NC=CC(=C1)NC(=O)C1=NC(=CC(=C1)B1OC(C(O1)(C)C)(C)C)C (6-Methyl-4-(4,4,5,5-tetramethyl-[1,3,2]dioxaborolan-2-yl)-pyridine-2-carboxylic acid (2-methyl-pyridin-4-yl)-amide), ClC1=NC=CC(=C1)Br (2-Chloro-4-bromopyridine). Product: CC1=NC=CC(=C1)NC(=O)C1=NC(=CC(=C1)C1=CC(=NC=C1)Cl)C (2′-Chloro-6-methyl-[4,4′]bipyridinyl-2-carboxylic acid (2-methyl-pyridin-4-yl)-amide). RXN SMILES: [CH3:1][C:2]1[CH:7]=[C:6]([NH:8][C:9]([C:11]2[CH:16]=[C:15](B3OC(C)(C)C(C)(C)O3)[CH:14]=[C:13]([CH3:26])[N:12]=2)=[O:10])[CH:5]=[CH:4][N:3]=1.[Cl:27][C:28]1[CH:33]=[C:32](Br)[CH:31]=[CH:30][N:29]=1>>[CH3:1][C:2]1[CH:7]=[C:6]([NH:8][C:9]([C:11]2[CH:16]=[C:15]([C:32]3[CH:31]=[CH:30][N:29]=[C:28]([Cl:27])[CH:33]=3)[CH:14]=[C:13]([CH3:26])[N:12]=2)=[O:10])[CH:5]=[CH:4][N:3]=1. Procedure details: The title compound, was prepared from 6-Methyl-4-(4,4,5,5-tetramethyl-[1,3,2]dioxaborolan-2-yl)-pyridine-2-carboxylic acid (2-methyl-pyridin-4-yl)-amide in accordance with the general method of example 131, step 2 using 2-Chloro-4-bromopyridine instead of 3-Trifluoromethyl-5-bromopyridine to yield the final compound as a white amorphous, MS (ISP): m/e=339.1, 341.1 (M+H)+. Starting materials: CN=C=O, CC#N, Cc1nc[nH]c1CSCCN. Product: CNC(=O)NCCSCc1[nH]cnc1C. As a reaction SMILES: [CH3:12][N:13]=[C:14]=[O:15].[CH3:16][C:17]#[N:18].[CH3:1][c:2]1[n:3][cH:4][nH:5][c:6]1[CH2:7][S:8][CH2:9][CH2:10][NH2:11]>>[CH3:1][c:2]1[n:3][cH:4][nH:5][c:6]1[CH2:7][S:8][CH2:9][CH2:10][NH:11][C:14]([NH:13][CH3:12])=[O:15].